From a dataset of the Open Reaction Database (ORD), a public repository of structured organic reaction records. describe an organic reaction: reactants, conditions, products, and yield Starting materials: ( 1 ), COC1=CC=C2CCC(C2=C1)=O (6-methoxy-2,3-dihydro-1H-inden-1-one), [BH4-].[Na+] (sodium borohydride), CO (methanol). Solvent: C1CCOC1 (THF). Reaction conditions: temperature 0 celsius, time 30 minute. The product is CC1(CCC2=CC=C(C=C12)OC)O (methyl 6-methoxy-2,3-dihydro-1H-inden-1-ol). As a reaction SMILES: [CH3:1][O:2][C:3]1[CH:11]=[C:10]2[C:6]([CH2:7][CH2:8][C:9]2=[O:12])=[CH:5][CH:4]=1.[BH4-].[Na+].[CH3:15]O>C1COCC1>[CH3:15][C:9]1([OH:12])[C:10]2[C:6](=[CH:5][CH:4]=[C:3]([O:2][CH3:1])[CH:11]=2)[CH2:7][CH2:8]1 |f:1.2|. Procedure: Step AA (1): To a solution of 6-methoxy-2,3-dihydro-1H-inden-1-one (24 g) in methanol (150 mL) and THF (50 mL) at 0° C. was added sodium borohydride (5.6 g), and the resulting suspension was stirred at 0° C. for 1 h and rt for 30 min. Solvents were evaporated, and water was added. The aqueous solution was extracted with EtOAc (×4), and the combined organic layers were washed with brine, dried over anhydrous sodium sulfate, and filtered. The filtrate was evaporated in vacuo to give methyl 6-metho... Starting materials: O (water), N (ammonia), OC(CP(O)(O)=O)C (2-hydroxypropylphosphonic acid), O (water). The solvent is Cl (hydrochloric acid), CO (methanol). Yields the product OC(CP(O)(O)=O)CNO (2 -hydroxy-3-(N-hydroxyamino)propylphosphonic acid). RXN SMILES: [OH:1][CH:2]([CH3:8])[CH2:3][P:4](=[O:7])([OH:6])[OH:5].[OH2:9].[NH3:10]>Cl.CO>[OH:1][CH:2]([CH2:8][NH:10][OH:9])[CH2:3][P:4](=[O:6])([OH:5])[OH:7]. Procedure: A solution of 3-N-ethoxycarbonyl-N-hydroxyamino)-2-hydroxypropylphosphonic acid (2.4 g.) in 1 N hydrochloric acid (100 ml.) was heated to reflux for 14 hours. The reaction mixture was evaporated to dryness under reduced pressure to give a residue, to which was added water (20 ml.), washed twice with chloroform (each 10 ml. portion) and decolorized with activated charcoal (200 mg.). The activated charcoal was filtered off and the filtrate was evaporated to dryness under reduced pressure to give a... Reactants: BrCC1CCCCO1, FC(F)(F)c1ccc(CBr)o1, COc1cc2c(cc1F)OCC21C(=O)Nc2ccccc21. Yields the product COc1cc2c(cc1F)OCC21C(=O)N(Cc2ccc(C(F)(F)F)o2)c2ccccc21. Reaction SMILES: [Br:12][CH2:13][CH:14]1[CH2:15][CH2:16][CH2:17][CH2:18][O:19]1.[Br:1][CH2:2][c:3]1[cH:4][cH:5][c:6]([C:8]([F:9])([F:10])[F:11])[o:7]1.[F:20][c:21]1[cH:22][c:23]2[c:24]([cH:37][c:38]1[O:39][CH3:40])[C:25]1([CH2:26][O:27]2)[C:28](=[O:36])[NH:29][c:30]2[cH:31][cH:32][cH:33][cH:34][c:35]21>>[CH2:2]([c:3]1[cH:4][cH:5][c:6]([C:8]([F:9])([F:10])[F:11])[o:7]1)[N:29]1[C:28](=[O:36])[C:25]2([c:24]3[c:23]([cH:22][c:21]([F:20])[c:38]([O:39][CH3:40])[cH:37]3)[O:27][CH2:26]2)[c:35]2[c:30]1[cH:31][cH:32][cH:33][cH:34]2. Starting materials: ClC=1N=C(C2=C(N1)C=C(S2)CO)N2CCOCC2 ((2-chloro-4-morpholin-4-yl-thieno[3,2-d]pyrimidin-6-yl)-methanol), [H-].[Na+] (sodium hydride), CI (methyliodide). Run in CN(C)C=O (DMF). Conditions: temperature 0 celsius, time 1 hour. Product: ClC=1N=C(C2=C(N1)C=C(S2)COC)N2CCOCC2 (2-chloro-6-methoxymethyl-4-morpholin-4-yl-thieno[3,2-d]pyrimidine). Reaction SMILES: [Cl:1][C:2]1[N:3]=[C:4]([N:13]2[CH2:18][CH2:17][O:16][CH2:15][CH2:14]2)[C:5]2[S:10][C:9]([CH2:11][OH:12])=[CH:8][C:6]=2[N:7]=1.[H-].[Na+].[CH3:21]I>CN(C=O)C>[Cl:1][C:2]1[N:3]=[C:4]([N:13]2[CH2:14][CH2:15][O:16][CH2:17][CH2:18]2)[C:5]2[S:10][C:9]([CH2:11][O:12][CH3:21])=[CH:8][C:6]=2[N:7]=1 |f:1.2|. Procedure: To a solution of (2-chloro-4-morpholin-4-yl-thieno[3,2-d]pyrimidin-6-yl)-methanol (300 mg) in DMF (10 mL) at 0° C. was added sodium hydride (46 mg). The mixture was stirred for 1 h at 0° C. and then methyliodide (0.07 mL) was added. The reaction mixture was stirred at room temperature for 16 h and then quenched with water (20 mL) and extracted into ethyl acetate (2×20 mL). The combined organics were washed with aqueous brine solution (2×20 mL), dried (MgSO4) and concentrated to give 2-chloro-6-m... Reactants: OC=1C=C2C=CC(=CC2=CC1)C1(COC(OC1)(C)C)NC(OC(C)(C)C)=O (tert-butyl 5-(6-hydroxynaphthalen-2-yl)-2,2-dimethyl-1,3-dioxan-5-ylcarbamate), C1(=CC=CC=C1)P(C1=CC=CC=C1)C1=CC=CC=C1 (triphenylphosphine), C(CCC)[C@@H]1CC[C@H](CC1)O (trans-4-butylcyclohexanol), N(=NC(=O)OC(C)C)C(=O)OC(C)C (diisopropyl azodicarboxylate). The solvent is O1CCCC1 (Tetrahydrofuran), C(C)(=O)OCC (ethyl acetate). Conditions: time 4 day. The product is C(C)(C)(C)OC(NC1(COC(OC1)(C)C)C1=CC2=CC=C(C=C2C=C1)O[C@@H]1CC[C@@H](CC1)CCCC)=O ({5-[6-(cis-4-Butylcyclohexyloxy)-naphthalen-2-yl]-2,2-dimethyl-1,3-dioxinan-5-yl}-carbamic acid tert-butyl ester). RXN SMILES: [OH:1][C:2]1[CH:3]=[C:4]2[C:9](=[CH:10][CH:11]=1)[CH:8]=[C:7]([C:12]1([NH:20][C:21](=[O:27])[O:22][C:23]([CH3:26])([CH3:25])[CH3:24])[CH2:17][O:16][C:15]([CH3:19])([CH3:18])[O:14][CH2:13]1)[CH:6]=[CH:5]2.C1(P(C2C=CC=CC=2)C2C=CC=CC=2)C=CC=CC=1.[CH2:47]([C@H:51]1[CH2:56][CH2:55][C@H:54](O)[CH2:53][CH2:52]1)[CH2:48][CH2:49][CH3:50].N(C(OC(C)C)=O)=NC(OC(C)C)=O>O1CCCC1.C(OCC)(=O)C>[C:23]([O:22][C:21](=[O:27])[NH:20][C:12]1([C:7]2[CH:6]=[CH:5][C:4]3[C:9](=[CH:10][CH:11]=[C:2]([O:1][C@H:54]4[CH2:55][CH2:56][C@@H:51]([CH2:47][CH2:48][CH2:49][CH3:50])[CH2:52][CH2:53]4)[CH:3]=3)[CH:8]=2)[CH2:17][O:16][C:15]([CH3:19])([CH3:18])[O:14][CH2:13]1)([CH3:26])([CH3:25])[CH3:24]. Procedure details: [5-(6-Hydroxynaphthalen-2-yl)-2,2-dimethyl-1,3-dioxinan-5-yl]-carbamic acid tert-butyl ester (Example 13, 498 mg, 0.00133 mol, Apex), PS-triphenylphosphine (3.00 mmol/g loading, 689 mg, 0.00207 mol, Aldrich) were slurried in Tetrahydrofuran (10 mL, Acros), then trans-4-butylcyclohexanol (0.255 g, 0.00163 mol, Synthon) and diisopropyl azodicarboxylate (0.315 mL, 0.00160 mol, Acros) was added. The reaction was stirred at room temperature. After 4 d, the mixture was diluted with ethyl acetate, filt... Starting materials: C1(=CC=CC=C1)P(C1=CC=CC=C1)C1=CC=CC=C1 (triphenyl phosphine), N(=NC(=O)OCC)C(=O)OCC (diethyl azodicarboxylate), N=[N+]=[N-] (hydrazoic acid), OC[C@H]1C[C@H](CC1)C(=O)OC (methyl cis-3-hydroxymethylcyclopentancarboxylate). Run in C1=CC=CC=C1 (benzene). Run at time 16 hour. The product is N(=[N+]=[N-])C[C@H]1C[C@H](CC1)C(=O)OC (methyl cis-3-azidomethyl-cyclopentancarboxylate). Isolated yield 47.3%. As a reaction SMILES: O[CH2:2][C@@H:3]1[CH2:7][CH2:6][C@H:5]([C:8]([O:10][CH3:11])=[O:9])[CH2:4]1.C1(P(C2C=CC=CC=2)C2C=CC=CC=2)C=CC=CC=1.N(C(OCC)=O)=NC(OCC)=O.[NH:43]=[N+:44]=[N-:45]>C1C=CC=CC=1>[N:43]([CH2:2][C@@H:3]1[CH2:7][CH2:6][C@H:5]([C:8]([O:10][CH3:11])=[O:9])[CH2:4]1)=[N+:44]=[N-:45]. Procedure: To a mixture of methyl cis-3-hydroxymethylcyclopentancarboxylate (4.74 g, 30 mmol) in dry benzene (about 250 mL) was added triphenyl phosphine (7.86 g, 30 mmol), diethyl azodicarboxylate (5.22 g, 30 mmol) and hydrazoic acid (2.5 M in toluene, 14.0 mL, 35 mmol). The mixture was stirred at room temperature for about 16 h. The reaction mixture was concentrated and the residue was dissolved in ethyl acetate and hexane was added. A precipitate formed on standing in about 2 h and was removed by filtra... Run at temperature 0 celsius. Product: COCCCN(C(=O)C(CCC(=O)[O-])CS(=O)(=O)C1=CC2=CC=CC=C2C=C1)CCCCC.[Na+] (sodium (-)-4-[N-(3-methoxypropyl)-N-pentylcarbamoyl]-5-(2-naphthylsulfonyl)pentanoate). As a reaction SMILES: [CH3:1][O:2][CH2:3][CH2:4][CH2:5][N:6]([CH2:29][CH2:30][CH2:31][CH2:32][CH3:33])[C:7]([CH:9]([CH2:15][S:16]([C:19]1[CH:28]=[CH:27][C:26]2[C:21](=[CH:22][CH:23]=[CH:24][CH:25]=2)[CH:20]=1)(=[O:18])=[O:17])[CH2:10][CH2:11][C:12]([OH:14])=[O:13])=[O:8].[OH-].[Na+:35]>C(O)C>[CH3:1][O:2][CH2:3][CH2:4][CH2:5][N:6]([CH2:29][CH2:30][CH2:31][CH2:32][CH3:33])[C:7]([CH:9]([CH2:15][S:16]([C:19]1[CH:28]=[CH:27][C:26]2[C:21](=[CH:22][CH:23]=[CH:24][CH:25]=2)[CH:20]=1)(=[O:17])=[O:18])[CH2:10][CH2:11][C:12]([O-:14])=[O:13])=[O:8].[Na+:35] |f:1.2,4.5|. The reactants are COCCCN(C(=O)C(CCC(=O)O)CS(=O)(=O)C1=CC2=CC=CC=C2C=C1)CCCCC ((-)-4-[N-(3-methoxypropyl)-N-pentylcarbamoyl]-5-(2-naphthylsulfonyl)pentanoic acid), [OH-].[Na+] (sodium hydroxide). Reported procedure: Into a solution of (-)-4-[N-(3-methoxypropyl)-N-pentylcarbamoyl]-5-(2-naphthylsulfonyl)pentanoic acid (4.00 g) in ethanol (40 ml) was added dropwise a 1N sodium hydroxide solution (8.39 ml) with stirring at 0° C. The reaction mixture was concentrated in vacuo at 35° C., and water-ethanol (1:1, 40 ml) was added and concentrated again in vacuo to the residue. The residue was recrystallized from isopropyl ether (40 ml) to give 3.90 g of sodium (-)-4-[N-(3-methoxypropyl)-N-pentylcarbamoyl]-5-(2-naph... Run in C(C)O (ethanol). Reactants: OC(C#C)(CCCCCCCC)C (3-hydroxy-3-methyl-undec-1-yne), N1=CC=CC=C1 (pyridine). The reagents and catalysts are [Pd] (palladium on barium sulfate). Run in [H][H] (hydrogen). Product: OC(C=C)(CC=CCCCCC)C (3-hydroxy-3-methyl-1,5-undecadiene). RXN SMILES: [OH:1][C:2]([CH3:13])([CH2:5][CH2:6][CH2:7][CH2:8][CH2:9][CH2:10][CH2:11][CH3:12])[C:3]#[CH:4].N1C=CC=CC=1>[H][H].[Pd]>[OH:1][C:2]([CH3:13])([CH2:5][CH:6]=[CH:7][CH2:8][CH2:9][CH2:10][CH2:11][CH3:12])[CH:3]=[CH2:4]. Procedure details: A mixture of 20.0 g. of 3-hydroxy-3-methyl-undec-1-yne, 200 ml. of pyridine, and 500 mg. of 5% palladium on barium sulfate is shaken in hydrogen at an initial pressure of 45 lb./sq. in. The hydrogenation is stopped when the calculated amount for one mole uptake per mole of compound has been absorbed. The mixture is poured into water and extracted with ether. The ether extract is washed with water, dilute hydrochloric acid, aqueous sodium bicarbonate, dried, and evaporated under reduced pressure ...